describe an organic reaction: reactants, conditions, products, and yield From a dataset of the Open Reaction Database (ORD), a public repository of structured organic reaction records. Reactants: NC1=CC=C2C(C(NC2=C1)=O)(C)C (6-amino-3,3-dimethylindolin-2-one), CCN(C(C)C)C(C)C (DIPEA), CC=1C=C(C(=O)O)C=CN1 (2-methylisonicotinic acid), O=S(Cl)Cl (SOCl2), CN(C)C=O (DMF). Solvent: ClCCl (dichloromethane), C1(=CC=CC=C1)C (toluene), ClCCl (dichloromethane), O (water), C([O-])([O-])=O.[Na+].[Na+] (sodium carbonate). Reaction conditions: time 16 hour. Yields the product CC1(C(NC2=CC(=CC=C12)NC(C1=CC(=NC=C1)C)=O)=O)C (N-(3,3-Dimethyl-2-oxo-2,3-dihydro-1H-indol-6-yl)-2-methyl-isonicotinamide), solid. RXN SMILES: [CH3:1][C:2]1[CH:3]=[C:4]([CH:8]=[CH:9][N:10]=1)[C:5]([OH:7])=O.O=S(Cl)Cl.CN(C=O)C.[NH2:20][C:21]1[CH:29]=[C:28]2[C:24]([C:25]([CH3:32])([CH3:31])[C:26](=[O:30])[NH:27]2)=[CH:23][CH:22]=1.CCN(C(C)C)C(C)C>C1(C)C=CC=CC=1.ClCCl.O.C(=O)([O-])[O-].[Na+].[Na+]>[CH3:31][C:25]1([CH3:32])[C:24]2[C:28](=[CH:29][C:21]([NH:20][C:5](=[O:7])[C:4]3[CH:8]=[CH:9][N:10]=[C:2]([CH3:1])[CH:3]=3)=[CH:22][CH:23]=2)[NH:27][C:26]1=[O:30] |f:8.9.10|. Procedure details: To a suspension of 2-methylisonicotinic acid (175 mg, 1.28 mmol) in dry toluene (12.8 ml) was added SOCl2 (167 mg, 103 μl, 1.4 mmol) and dry DMF (9.33 mg, 9.89 μl, 128 μmol) under an argon atmosphere. The mixture was heated under reflux for 2 hours and the solvent was evaporated under reduced pressure. The residue was suspended in dry dichloromethane (3.51 ml) and a suspension of 6-amino-3,3-dimethylindolin-2-one (0.15 g, 851 μmol) and DIPEA (330 mg, 446 μl, 2.55 mmol) in dry dichloromethane (5 ... Reactants: [Al+3], CCOCC, [H-], [H-], [H-], [H-], [Li+], CCOC(=O)NC1Cc2ccccc2C1Nc1ccccc1, C1CCOC1. Yields the product CNC1Cc2ccccc2C1Nc1ccccc1. Reaction SMILES: [Al+3:2].[CH3:29][CH2:30][O:31][CH2:32][CH3:33].[H-:1].[H-:4].[H-:5].[H-:6].[Li+:3].[NH:7]([c:8]1[cH:9][cH:10][cH:11][cH:12][cH:13]1)[CH:14]1[CH:15]([NH:23][C:24]([O:25][CH2:26][CH3:27])=[O:28])[CH2:16][c:17]2[cH:18][cH:19][cH:20][cH:21][c:22]21.[O:34]1[CH2:35][CH2:36][CH2:37][CH2:38]1>>[NH:7]([c:8]1[cH:9][cH:10][cH:11][cH:12][cH:13]1)[CH:14]1[CH:15]([NH:23][CH3:24])[CH2:16][c:17]2[cH:18][cH:19][cH:20][cH:21][c:22]21. Reactants: N[C@H](C(=O)NCC1=CC=C(C(=O)N(C2=C(C=CC=C2)OC)CCN2CCC(CC2)C(C2=CC=C(C=C2)F)=O)C=C1)C (4-[(S)-2-Aminopropionyl]aminomethyl-N-{2-[4-(4-fluorobenzoyl)piperidino]ethyl}-N-(2-methoxyphenyl)benzamide), C(C(=O)O)(=O)O (oxalic acid). Solvent: CO (methanol). Conditions: time 5 minute. Product: C(C(=O)O)(=O)O.C(C(=O)O)(=O)O.N[C@H](C(=O)NCC1=CC=C(C(=O)N(C2=C(C=CC=C2)OC)CCN2CCC(CC2)C(C2=CC=C(C=C2)F)=O)C=C1)C (4-[(S)-2-Aminopropionyl]aminomethyl-N-{2-[4-(4-fluorobenzoyl)piperidino]ethyl}-N-(2-methoxyphenyl)benzamide dioxalate). Yield: 73.2%. As a reaction SMILES: [NH2:1][C@@H:2]([CH3:41])[C:3]([NH:5][CH2:6][C:7]1[CH:40]=[CH:39][C:10]([C:11]([N:13]([CH2:22][CH2:23][N:24]2[CH2:29][CH2:28][CH:27]([C:30](=[O:38])[C:31]3[CH:36]=[CH:35][C:34]([F:37])=[CH:33][CH:32]=3)[CH2:26][CH2:25]2)[C:14]2[CH:19]=[CH:18][CH:17]=[CH:16][C:15]=2[O:20][CH3:21])=[O:12])=[CH:9][CH:8]=1)=[O:4].[C:42]([OH:47])(=[O:46])[C:43]([OH:45])=[O:44]>CO>[C:42]([OH:47])(=[O:46])[C:43]([OH:45])=[O:44].[C:42]([OH:47])(=[O:46])[C:43]([OH:45])=[O:44].[NH2:1][C@@H:2]([CH3:41])[C:3]([NH:5][CH2:6][C:7]1[CH:8]=[CH:9][C:10]([C:11]([N:13]([CH2:22][CH2:23][N:24]2[CH2:25][CH2:26][CH:27]([C:30](=[O:38])[C:31]3[CH:32]=[CH:33][C:34]([F:37])=[CH:35][CH:36]=3)[CH2:28][CH2:29]2)[C:14]2[CH:19]=[CH:18][CH:17]=[CH:16][C:15]=2[O:20][CH3:21])=[O:12])=[CH:39][CH:40]=1)=[O:4] |f:3.4.5|. Procedure: 4-[(S)-2-Aminopropionyl]aminomethyl-N-{2-[4-(4-fluorobenzoyl)piperidino]ethyl}-N-(2-methoxyphenyl)benzamide (84.7 mg, 0.155 mmol) was dissolved in methanol (5 ml) and mixed with oxalic acid (28 mg, 0.311 mmol). After 5 minutes of stirring at room temperature, methanol was removed by evaporation, and the resulting amorphous residue was washed with acetone (5 ml) and collected by filtration to obtain 84 mg (85.1%) of the title compound in a colorless amorphous powder form. The yield is 88.8%. Product: COC1=C(C(=C(C(=C1)C)S(=O)(=O)N[C@H](C(=O)O)CC1=CC=CC=C1)C)C ((2S)-2-[[(4-methoxy-2,3,6-trimethylphenyl)sulfonyl]amino]-3-phenylpropanoic acid). Reported procedure: To a solution of 0.5 g of L-phenylalanine t-butyl ester hydrochloride in 4 mL of N,N-dimethylformamide were added 0.67 g of 4-methoxy-2,3,6-trimethylphenylsulfonylchloride and 0.96 mL of N,N-diisopropylethylamine. After stirring for 2 hours at room temperature the reaction mixture was concentrated and the residue dissolved in ethyl acetate. The ethyl acetate solution was washed with aqueous potassium hydrogensulfate (5%), water, aqueous sodium hydrogencarbonate (5%) and brine, dried over magnesi... Conditions: time 2 hour. Run in CN(C=O)C (N,N-dimethylformamide). Starting materials: Cl.C(C)(C)(C)OC([C@@H](N)CC1=CC=CC=C1)=O (L-phenylalanine t-butyl ester hydrochloride), COC1=C(C(=C(C(=C1)C)S(=O)(=O)Cl)C)C (4-methoxy-2,3,6-trimethylphenylsulfonylchloride), C(C)(C)N(C(C)C)CC (N,N-diisopropylethylamine). As a reaction SMILES: Cl.C([O:6][C:7](=[O:17])[C@H:8]([CH2:10][C:11]1[CH:16]=[CH:15][CH:14]=[CH:13][CH:12]=1)[NH2:9])(C)(C)C.[CH3:18][O:19][C:20]1[CH:25]=[C:24]([CH3:26])[C:23]([S:27](Cl)(=[O:29])=[O:28])=[C:22]([CH3:31])[C:21]=1[CH3:32].C(N(CC)C(C)C)(C)C>CN(C)C=O>[CH3:18][O:19][C:20]1[CH:25]=[C:24]([CH3:26])[C:23]([S:27]([NH:9][C@@H:8]([CH2:10][C:11]2[CH:12]=[CH:13][CH:14]=[CH:15][CH:16]=2)[C:7]([OH:6])=[O:17])(=[O:28])=[O:29])=[C:22]([CH3:31])[C:21]=1[CH3:32] |f:0.1|. Reactants: O=C1NC(=O)c2ccccc21, CS(=O)(=O)OCC1(F)CCN(Cc2ccccc2)CC1, CC(C)(C)[O-], [K+], CN(C)C=O. Product: O=C1c2ccccc2C(=O)N1CC1(F)CCN(Cc2ccccc2)CC1. RXN SMILES: [C:21]1(=[O:31])[NH:22][C:23](=[O:30])[c:24]2[cH:25][cH:26][cH:27][cH:28][c:29]21.[CH3:1][S:2]([O:3][CH2:6][C:7]1([F:20])[CH2:8][CH2:9][N:10]([CH2:13][c:14]2[cH:15][cH:16][cH:17][cH:18][cH:19]2)[CH2:11][CH2:12]1)(=[O:4])=[O:5].[CH3:32][C:33]([CH3:34])([O-:35])[CH3:36].[K+:37].[O:38]=[CH:39][N:40]([CH3:41])[CH3:42]>>[CH2:6]([C:7]1([F:20])[CH2:8][CH2:9][N:10]([CH2:13][c:14]2[cH:15][cH:16][cH:17][cH:18][cH:19]2)[CH2:11][CH2:12]1)[N:22]1[C:21](=[O:31])[c:29]2[c:24]([cH:25][cH:26][cH:27][cH:28]2)[C:23]1=[O:30]. Starting materials: COC(C1=C[N+](=C(C=C1CC)C1=C(C=CC=C1CC)CC)[O-])=O (6-(2,6-diethyl-phenyl)-4-ethyl-nicotinic acid methyl ester N-oxide), O=P(Cl)(Cl)Cl (POCl3). Reaction conditions: temperature 80 celsius. The product is COC(C1=C(N=C(C=C1CC)C1=C(C=CC=C1CC)CC)Cl)=O (2-chloro-6-(2,6-diethyl-phenyl)-4-ethyl-nicotinic acid methyl ester). RXN SMILES: [CH3:1][O:2][C:3](=[O:23])[C:4]1[C:9]([CH2:10][CH3:11])=[CH:8][C:7]([C:12]2[C:17]([CH2:18][CH3:19])=[CH:16][CH:15]=[CH:14][C:13]=2[CH2:20][CH3:21])=[N+:6]([O-])[CH:5]=1.O=P(Cl)(Cl)[Cl:26]>>[CH3:1][O:2][C:3](=[O:23])[C:4]1[C:9]([CH2:10][CH3:11])=[CH:8][C:7]([C:12]2[C:17]([CH2:18][CH3:19])=[CH:16][CH:15]=[CH:14][C:13]=2[CH2:20][CH3:21])=[N:6][C:5]=1[Cl:26]. Procedure: A mixture of 6-(2,6-diethyl-phenyl)-4-ethyl-nicotinic acid methyl ester N-oxide (1.7 g) and POCl3 (10 mL) is heated at 80° C. for 2 hours. The volatile material is removed in vacuo. Ice water and ether is added to the residue. The organic layer is separated and the aqueous layer is extracted with ether. The combined extract is washed with brine, dried, and concentrated to give 2-chloro-6-(2,6-diethyl-phenyl)-4-ethyl-nicotinic acid methyl ester. 1H NMR (CDCl3) 7.26 (t, 1H), 7.12 (d, 3H), 4.02 (s,... Reactants: FC=1C=C2C=CNC2=CC1 (5-fluoroindole), [H-].[Na+] (sodium hydride), IC (iodomethane). Run in CN(C=O)C (dimethylformamide). Conditions: time 15 hour. The product is FC=1C=C2C=CN(C2=CC1)C (5-Fluoro-1-methylindole). The yield is 90.6%. Reaction SMILES: [F:1][C:2]1[CH:3]=[C:4]2[C:8](=[CH:9][CH:10]=1)[NH:7][CH:6]=[CH:5]2.[H-].[Na+].I[CH3:14]>CN(C)C=O>[F:1][C:2]1[CH:3]=[C:4]2[C:8](=[CH:9][CH:10]=1)[N:7]([CH3:14])[CH:6]=[CH:5]2 |f:1.2|. Reported procedure: In an oven dried, nitrogen purged, 3 neck, 50 mL round bottom flask, 1.00 g (7.40 mmol) of 5-fluoroindole in 10 mL of dry dimethylformamide is reacted with 0.335 g (8.88 mmol) of 60% sodium hydride dispersed in mineral oil at room temperature for 4 h. 0.553 mL (8.88 mmol) of iodomethane is added and the reaction is allowed to stir at room temperature overnight, 15 h. The reaction is quenched with 50 mL of water, extracted 3×50 mL of ethyl acetate, dried (MgSO4), and concentrated. The crude produ...